Dataset: the Open Reaction Database (ORD), a public repository of structured organic reaction records. Task: describe an organic reaction: reactants, conditions, products, and yield Reactants: BrC=1C=C2C(=NNC2=CC1Cl)C(=O)O (5-bromo-6-chloro-1H-indazole-3-carboxylic acid), C(C)(=O)C1=CC=C(C=C1)B(O)O (4-acetylphenylboronic acid), C([O-])([O-])=O.[K+].[K+] (potassium carbonate). Reagents/catalysts: C1=CC=C(C=C1)P([C-]2C=CC=C2)C3=CC=CC=C3.C1=CC=C(C=C1)P([C-]2C=CC=C2)C3=CC=CC=C3.Cl[Pd]Cl.[Fe+2] ([1,1′-bis(diphenylphosphino)ferrocene]dichloropalladium(II)). Solvent: C1(=CC=CC=C1)C (toluene), CCO (EtOH). Product: C(C)(=O)C1=CC=C(C=C1)C=1C=C2C(=NNC2=CC1Cl)C(=O)O (5-(4-Acetylphenyl)-6-chloro-1H-indazole-3-carboxylic acid). Yield: 35.7%. As a reaction SMILES: Br[C:2]1[CH:3]=[C:4]2[C:8](=[CH:9][C:10]=1[Cl:11])[NH:7][N:6]=[C:5]2[C:12]([OH:14])=[O:13].[C:15]([C:18]1[CH:23]=[CH:22][C:21](B(O)O)=[CH:20][CH:19]=1)(=[O:17])[CH3:16].C(=O)([O-])[O-].[K+].[K+]>C1(C)C=CC=CC=1.CCO.C1C=CC(P(C2C=CC=CC=2)[C-]2C=CC=C2)=CC=1.C1C=CC(P(C2C=CC=CC=2)[C-]2C=CC=C2)=CC=1.Cl[Pd]Cl.[Fe+2]>[C:15]([C:18]1[CH:23]=[CH:22][C:21]([C:2]2[CH:3]=[C:4]3[C:8](=[CH:9][C:10]=2[Cl:11])[NH:7][N:6]=[C:5]3[C:12]([OH:14])=[O:13])=[CH:20][CH:19]=1)(=[O:17])[CH3:16] |f:2.3.4,7.8.9.10|. Procedure: To a mixture of 5-bromo-6-chloro-1H-indazole-3-carboxylic acid (200 mg, 0.73 mmol) and 4-acetylphenylboronic acid (131 mg, 0.80 mmol) in toluene (2 mL) and EtOH (1 mL) was added 2N aqueous potassium carbonate solution (1.45 mL, 2.90 mmol). The resulting mixture was degassed with N2 for 10 minutes, treated with [1,1′-bis(diphenylphosphino)ferrocene]dichloropalladium(II) (29 mg, 0.036 mmol), and heated to reflux for 16 hours. The cooled reaction was quenched with saturated NH4Cl and the mixture wa... The reactants are CCO, COCCOC, COc1ccc2c(c1)CCC2=O, [Na], [C-]#[N+]CS(=O)(=O)c1ccc(C)cc1. The product is COc1ccc2c(c1)CCC2C#N. As a reaction SMILES: [CH3:2][CH2:3][OH:4].[CH3:30][O:31][CH2:32][CH2:33][O:34][CH3:35].[CH3:5][O:6][c:7]1[cH:8][c:9]2[c:13]([cH:14][cH:15]1)[C:12](=[O:16])[CH2:11][CH2:10]2.[Na:1].[S:17]([c:19]1[cH:20][cH:21][c:22]([CH3:23])[cH:24][cH:25]1)(=[O:26])([CH2:27][N+:28]#[C-:18])=[O:29]>>[CH3:5][O:6][c:7]1[cH:8][c:9]2[c:13]([cH:14][cH:15]1)[CH:12]([C:27]#[N:28])[CH2:11][CH2:10]2. The reactants are ClC1=C(C=C(C=C1)C(C)(C)C1=CN=C(N1C1=CC=C(C=C1)F)SCC1=C(C=C(C(=O)O)C=C1F)F)OC (4-((5-(2-(4-chloro-3-methoxyphenyl)propan-2-yl)-1-(4-fluorophenyl)-1H-imidazol-2-ylthio)methyl)-3,5-difluorobenzoic acid), C=1C=CC(=CC1)P(=O)(C=2C=CC=CC2)N=[N+]=[N-] (DPPA), CCN(C(C)C)C(C)C (DIPEA), C(C)(C)(C)O (tert-butanol). Solvent: C1(=CC=CC=C1)C (toluene), CCOC(=O)C (EtOAc). Run at time 30 minute. The product is ClC1=C(C=C(C=C1)C(C)(C)C1=CN=C(N1C1=CC=C(C=C1)F)SCC1=C(C=C(C=C1F)NC(OC(C)(C)C)=O)F)OC (tert-butyl 4-((5-(2-(4-chloro-3-methoxyphenyl)propan-2-yl)-1-(4-fluorophenyl)-1H-imidazol-2-ylthio)methyl)-3,5-difluorophenylcarbamate). Isolated yield 74.0%. As a reaction SMILES: [Cl:1][C:2]1[CH:7]=[CH:6][C:5]([C:8]([C:11]2[N:15]([C:16]3[CH:21]=[CH:20][C:19]([F:22])=[CH:18][CH:17]=3)[C:14]([S:23][CH2:24][C:25]3[C:33]([F:34])=[CH:32][C:28](C(O)=O)=[CH:27][C:26]=3[F:35])=[N:13][CH:12]=2)([CH3:10])[CH3:9])=[CH:4][C:3]=1[O:36][CH3:37].C1C=CC(P(N=[N+]=[N-])(C2C=CC=CC=2)=[O:45])=CC=1.CC[N:57]([CH:61](C)C)C(C)C.[C:64]([OH:68])([CH3:67])([CH3:66])[CH3:65]>C1(C)C=CC=CC=1.CCOC(C)=O>[Cl:1][C:2]1[CH:7]=[CH:6][C:5]([C:8]([C:11]2[N:15]([C:16]3[CH:17]=[CH:18][C:19]([F:22])=[CH:20][CH:21]=3)[C:14]([S:23][CH2:24][C:25]3[C:33]([F:34])=[CH:32][C:28]([NH:57][C:61](=[O:45])[O:68][C:64]([CH3:67])([CH3:66])[CH3:65])=[CH:27][C:26]=3[F:35])=[N:13][CH:12]=2)([CH3:10])[CH3:9])=[CH:4][C:3]=1[O:36][CH3:37]. Procedure: To a solution of 4-((5-(2-(4-chloro-3-methoxyphenyl)propan-2-yl)-1-(4-fluorophenyl)-1H-imidazol-2-ylthio)methyl)-3,5-difluorobenzoic acid (88 g, 0.16 mmol) in toluene (590 mL) and tert-butanol (200 mL) were added DPPA (49 g, 0.178 mol) and DIPEA (272 g, 0.21 mol) at 0° C. The reaction mixture was warmed to room temperature, stirred 30 min and heated at 80° C. overnight. After cooling, the reaction mixture was diluted with EtOAc (800 mL) and washed with 10% citric acid (1.5 L), satd NaHCO3 (1.5 L... Starting materials: NCCNCCN (diethylenetriamine), primary amines, di-trifluoroacetamide, FC(C(=O)OCC)(F)F (ethyl trifluoroacetate), C(C)OC(CBr)=O (ethylbromoacetate), [H-].[Na+] (NaH). Yields the product C(CN(CC(=O)O)CC(=O)O)N(CCN(CC(=O)O)CC(=O)O)CC(=O)O (DTPA), triester. Reaction SMILES: [NH2:1][CH2:2][CH2:3][NH:4][CH2:5][CH2:6][NH2:7].F[C:9](F)(F)[C:10]([O:12]CC)=[O:11].C([O:19][C:20](=[O:23])[CH2:21]Br)C.[H-].[Na+]>>[CH2:3]([N:4]([CH2:9][C:10]([OH:12])=[O:11])[CH2:5][CH2:6][N:7]([CH2:21][C:20]([OH:19])=[O:23])[CH2:9][C:10]([OH:12])=[O:11])[CH2:2][N:1]([CH2:9][C:10]([OH:12])=[O:11])[CH2:9][C:10]([OH:12])=[O:11] |f:3.4|. Reported procedure: Various esters of DTPA were prepared from diethylenetriamine, 6. The primary amines could be selectively protected as the di-trifluoroacetamide by reaction with ethyl trifluoroacetate to produce 9 in good yield. Reaction of 9 with 3 equivalents of ethylbromoacetate and NaH produced the triester 10. Reaction of 9 with 1 equivalent of ethylbromoacetate produced the monoester 11. The reactants are CCOCC, Cl, O=[N+]([O-])c1ccccc1-n1cccc1C=CC1OCCO1. Yields the product O=CC=Cc1cccn1-c1ccccc1[N+](=O)[O-]. Reaction SMILES: [CH3:23][CH2:24][O:25][CH2:26][CH3:27].[ClH:22].[N+:1](=[O:2])([O-:3])[c:4]1[c:5](-[n:10]2[c:11]([CH:15]=[CH:16][CH:17]3[O:18][CH2:21][CH2:20][O:19]3)[cH:12][cH:13][cH:14]2)[cH:6][cH:7][cH:8][cH:9]1>>[N+:1](=[O:2])([O-:3])[c:4]1[c:5](-[n:10]2[c:11]([CH:15]=[CH:16][CH:17]=[O:18])[cH:12][cH:13][cH:14]2)[cH:6][cH:7][cH:8][cH:9]1. Reactants: NC1=CC=C(C=C2CCCC=3C(N4C(=NC23)C=CC(=C4)C(=O)O)=O)C=C1 (4-(4-amino-benzylidene)-1,2,3,4-tetrahydro-11-oxo-11H-pyrido[2,1-b]quinazoline-8-carboxylic acid), C(C)(=O)OC(C)=O (acetic anhydride), N1=CC=CC=C1 (pyridine). Run in CN(C=O)C (dimethylformamide). The product is C(C)(=O)NC1=CC=C(C=C2CCCC=3C(N4C(=NC23)C=CC(=C4)C(=O)O)=O)C=C1 (4-(4-acetylamino-benzylidene)-1,2,3,4-tetrahydro-11-oxo-11H-pyrido[2,1-b]quinazoline-8-carboxylic acid). As a reaction SMILES: [NH2:1][C:2]1[CH:26]=[CH:25][C:5]([CH:6]=[C:7]2[C:16]3[N:15]=[C:14]4[CH:17]=[CH:18][C:19]([C:21]([OH:23])=[O:22])=[CH:20][N:13]4[C:12](=[O:24])[C:11]=3[CH2:10][CH2:9][CH2:8]2)=[CH:4][CH:3]=1.[C:27](OC(=O)C)(=[O:29])[CH3:28].N1C=CC=CC=1>CN(C)C=O>[C:27]([NH:1][C:2]1[CH:3]=[CH:4][C:5]([CH:6]=[C:7]2[C:16]3[N:15]=[C:14]4[CH:17]=[CH:18][C:19]([C:21]([OH:23])=[O:22])=[CH:20][N:13]4[C:12](=[O:24])[C:11]=3[CH2:10][CH2:9][CH2:8]2)=[CH:25][CH:26]=1)(=[O:29])[CH3:28]. Procedure: 4-(4-amino-benzylidene)-1,2,3,4-tetrahydro-11-oxo-11H-pyrido[2,1-b]quinazoline-8-carboxylic acid (1 g) in dimethylformamide (40 ml) was reacted with acetic anhydride (4 ml) in the presence of pyridine (8 ml) at 60° C. for 7 hours. After cooling and dilution with ice water, the precipitate was filtered and washed with water: crystallization from dimethylformamide-ethanol gave 0.7 g of 4-(4-acetylamino-benzylidene)-1,2,3,4-tetrahydro-11-oxo-11H-pyrido[2,1-b]quinazoline-8-carboxylic acid.